From a dataset of the Open Reaction Database (ORD), a public repository of structured organic reaction records. describe an organic reaction: reactants, conditions, products, and yield Starting materials: CI, CCOC(=O)C(=O)c1ccc(C2CCCCC2)c(N)c1, c1ccncc1. Yields the product CCOC(=O)C(=O)c1ccc(C2CCCCC2)c(NC)c1. RXN SMILES: [CH3:21][I:22].[NH2:1][c:2]1[cH:3][c:4]([C:14]([C:15](=[O:16])[O:17][CH2:18][CH3:19])=[O:20])[cH:5][cH:6][c:7]1[CH:8]1[CH2:9][CH2:10][CH2:11][CH2:12][CH2:13]1.[cH:23]1[cH:24][cH:25][n:26][cH:27][cH:28]1>>[NH:1]([c:2]1[cH:3][c:4]([C:14]([C:15](=[O:16])[O:17][CH2:18][CH3:19])=[O:20])[cH:5][cH:6][c:7]1[CH:8]1[CH2:9][CH2:10][CH2:11][CH2:12][CH2:13]1)[CH3:21]. Starting materials: BrCC(=O)OCC (ethyl bromoacetate), ClC=1C(=CC2=C(SC(=C2)C2CCCCC2)C1Cl)O (6,7-dichloro-2-cyclohexyl-5-hydroxybenzo[b]thiophene), C([O-])([O-])=O.[K+].[K+] (potassium carbonate), CN(C=O)C (dimethylformamide). The solvent is CC(CC)=O (2-butanone), CC(CC)=O (2-butanone). Reaction conditions: time 3 hour. Product: ClC=1C(=CC2=C(SC(=C2)C2CCCCC2)C1Cl)OCC(=O)OCC (ethyl [(6,7-dichloro-2-cyclohexylbenzo[b]thien-5-yl)oxy]acetate). Reaction SMILES: [Cl:1][C:2]1[C:3]([OH:18])=[CH:4][C:5]2[CH:9]=[C:8]([CH:10]3[CH2:15][CH2:14][CH2:13][CH2:12][CH2:11]3)[S:7][C:6]=2[C:16]=1[Cl:17].Br[CH2:20][C:21]([O:23][CH2:24][CH3:25])=[O:22].CN(C)C=O.C(=O)([O-])[O-].[K+].[K+]>CC(=O)CC>[Cl:1][C:2]1[C:3]([O:18][CH2:20][C:21]([O:23][CH2:24][CH3:25])=[O:22])=[CH:4][C:5]2[CH:9]=[C:8]([CH:10]3[CH2:15][CH2:14][CH2:13][CH2:12][CH2:11]3)[S:7][C:6]=2[C:16]=1[Cl:17] |f:3.4.5|. Procedure details: To a mixture of 6,7-dichloro-2-cyclohexyl-5-hydroxybenzo[b]thiophene and 110 ml of 2-butanone is added 11.5 g of ethyl bromoacetate in 60 ml of 2-butanone, followed by 10 ml dimethylformamide and 9.5 g of potassium carbonate. The reaction mixture is stirred under nitrogen at 90°-95° for 3 hrs, allowed to cool and filtered. The filtrate is poured into a mixture of 100 ml water and 100 ml ether. The layers are separated and the aqueous layer is extracted with 200 ml of ether. The organic layers ar... Starting materials: CN, CC(C)O, O=C(O)CCc1oc(Cl)nc1-c1ccc(Cl)cc1. Yields the product CNc1nc(-c2ccc(Cl)cc2)c(CCC(=O)O)o1. RXN SMILES: [CH3:19][NH2:20].[CH3:21][CH:22]([OH:23])[CH3:24].[Cl:1][c:2]1[o:3][c:4]([CH2:14][CH2:15][C:16](=[O:17])[OH:18])[c:5](-[c:7]2[cH:8][cH:9][c:10]([Cl:13])[cH:11][cH:12]2)[n:6]1>>[c:2]1([NH:20][CH3:19])[o:3][c:4]([CH2:14][CH2:15][C:16](=[O:17])[OH:18])[c:5](-[c:7]2[cH:8][cH:9][c:10]([Cl:13])[cH:11][cH:12]2)[n:6]1. The reactants are O=C(O)COCCN1C(=O)c2ccccc2C1=O, CN(C)C=O, ClCCl, O=S(Cl)Cl. Product: O=C(Cl)COCCN1C(=O)c2ccccc2C1=O. Reaction SMILES: [C:1]1(=[O:18])[c:2]2[c:3]([cH:14][cH:15][cH:16][cH:17]2)[C:4](=[O:13])[N:5]1[CH2:6][CH2:7][O:8][CH2:9][C:10](=[O:11])[OH:12].[CH3:23][N:24]([CH3:25])[CH:26]=[O:27].[Cl:28][CH2:29][Cl:30].[S:19]([Cl:20])([Cl:21])=[O:22]>>[C:1]1(=[O:18])[c:2]2[c:3]([cH:14][cH:15][cH:16][cH:17]2)[C:4](=[O:13])[N:5]1[CH2:6][CH2:7][O:8][CH2:9][C:10](=[O:11])[Cl:21]. Starting materials: trans-nitrile, CC1(OC(CC1)(COCC1=C(C=CC=C1)Cl)CC)C#N (tetrahydro-2-methyl-5-ethyl-5-[(2-chlorophenylmethoxy)methyl]-2-furancarbonitrile), S (hydrogen sulfide), stainless steel. Reagents/catalysts: N(CCO)(CCO)CCO (triethanolamine). Solvent: C(C)O (ethanol). Run at time 6 hour. Yields the product C(C)C1(CCC(O1)(C(N)=S)C)COCC1=C(C=CC=C1)Cl (Tetrahydro-5-ethyl-2-methyl-5-[(2-chlorophenylmethoxy)methyl]-2-furanthiocarboxamide). As a reaction SMILES: [SH2:1].[CH3:2][C:3]1([C:20]#[N:21])[CH2:7][CH2:6][C:5]([CH2:18][CH3:19])([CH2:8][O:9][CH2:10][C:11]2[CH:16]=[CH:15][CH:14]=[CH:13][C:12]=2[Cl:17])[O:4]1>N(CCO)(CCO)CCO.C(O)C>[CH2:18]([C:5]1([CH2:8][O:9][CH2:10][C:11]2[CH:16]=[CH:15][CH:14]=[CH:13][C:12]=2[Cl:17])[O:4][C:3]([CH3:2])([C:20](=[S:1])[NH2:21])[CH2:7][CH2:6]1)[CH3:19]. Reported procedure: Excess hydrogen sulfide was condensed into a stainless steel bomb containing 2.94 g of the chromatographically purified trans-nitrile, tetrahydro-2-methyl-5-ethyl-5-[(2-chlorophenylmethoxy)methyl]-2-furancarbonitrile, (ca>9:1 trans-cis by proton NMR), 10 ml ethanol, and 0.15 g triethanolamine catalyst. The sealed bomb was kept at 55±3° C. for 6 hours during which time the internal pressure rose to 350 psi. After cooling, the reaction mixture was concentrated on a rotary evaporator. The residue w... Starting materials: C1(=CC=CC=C1)[C@H](C)N1C[C@@H]2CCN(C[C@H]12)C(=O)OC(C)(C)C ((1R,6S)-tert-butyl 8-((S)-1-phenylethyl)-3,8-diazabicyclo[4.2.0]octane-3-carboxylate), CC(=O)O (AcOH), [H][H] (hydrogen). Reagents/catalysts: [OH-].[OH-].[Pd+2] (Pd(OH)2/C). Solvent: CCO (EtOH). Product: [C@@H]12CN(CC[C@H]2CN1)C(=O)OC(C)(C)C ((1R,6S)-tert-Butyl 3,8-diazabicyclo[4.2.0]octane-3-carboxylate). Yield: 75.0%. RXN SMILES: C1([C@@H]([N:9]2[C@@H:16]3[C@@H:11]([CH2:12][CH2:13][N:14]([C:17]([O:19][C:20]([CH3:23])([CH3:22])[CH3:21])=[O:18])[CH2:15]3)[CH2:10]2)C)C=CC=CC=1.CC(O)=O.[H][H]>CCO.[OH-].[OH-].[Pd+2]>[C@@H:16]12[NH:9][CH2:10][C@@H:11]1[CH2:12][CH2:13][N:14]([C:17]([O:19][C:20]([CH3:23])([CH3:22])[CH3:21])=[O:18])[CH2:15]2 |f:4.5.6|. Procedure: To a solution of (1R,6S)-tert-butyl 8-((S)-1-phenylethyl)-3,8-diazabicyclo[4.2.0]octane-3-carboxylate (1.5 g, 75%) in EtOH (50 mL) was added AcOH (1.5 mL). The resulting mixture was cycled through an H-Cube containing a 20% Pd(OH)2/C catalyst cartridge at 50° C. and 100 bar of hydrogen pressure. After 16 hours the resulting mixture was removed from the H-Cube and poured over a saturated sodium carbonate solution (100 mL). The aqueous layer was extracted with DCM (50 mL) four times. The organic l... The product is CCCCc1nc2ccc(N(C)S(=O)(=O)Cc3ccccc3)cc2n1Cc1ccc(-c2ccccc2C(=O)O)cc1. Starting materials: CCCCc1nc2ccc(N(C)S(=O)(=O)Cc3ccccc3)cc2n1Cc1ccc(-c2ccccc2C(=O)OC(C)(C)C)cc1, ClCCl, O=C(O)C(F)(F)F. As a reaction SMILES: [CH2:1]([CH2:2][CH2:3][CH3:4])[c:5]1[n:6][c:7]2[c:8]([n:9]1[CH2:10][c:11]1[cH:12][cH:13][c:14](-[c:17]3[c:18]([C:23](=[O:24])[O:25][C:26]([CH3:27])([CH3:28])[CH3:29])[cH:19][cH:20][cH:21][cH:22]3)[cH:15][cH:16]1)[cH:30][c:31]([N:34]([S:35](=[O:36])(=[O:37])[CH2:38][c:39]1[cH:40][cH:41][cH:42][cH:43][cH:44]1)[CH3:45])[cH:32][cH:33]2.[CH2:53]([Cl:54])[Cl:55].[OH:46][C:47]([C:48]([F:49])([F:50])[F:51])=[O:52]>>[CH2:1]([CH2:2][CH2:3][CH3:4])[c:5]1[n:6][c:7]2[c:8]([n:9]1[CH2:10][c:11]1[cH:12][cH:13][c:14](-[c:17]3[c:18]([C:23](=[O:24])[OH:25])[cH:19][cH:20][cH:21][cH:22]3)[cH:15][cH:16]1)[cH:30][c:31]([N:34]([S:35](=[O:36])(=[O:37])[CH2:38][c:39]1[cH:40][cH:41][cH:42][cH:43][cH:44]1)[CH3:45])[cH:32][cH:33]2.